From a dataset of the Open Reaction Database (ORD), a public repository of structured organic reaction records. describe an organic reaction: reactants, conditions, products, and yield Starting materials: [Si](C)(C)(C(C)(C)C)OC=1C=C2C(=NN(C2=CC1)C)I (5-(tert-butyldimethylsilyloxy)-3-iodo-1-methyl-1H-indazole), CCCC[N+](CCCC)(CCCC)CCCC.[F-] (TBAF), O (H2O). The solvent is C1CCOC1 (THF). Run at time 0.5 hour. Yields the product IC1=NN(C2=CC=C(C=C12)O)C (3-iodo-1-methyl-1H-indazol-5-ol). Isolated yield 120.7%. Reaction SMILES: [Si]([O:8][C:9]1[CH:10]=[C:11]2[C:15](=[CH:16][CH:17]=1)[N:14]([CH3:18])[N:13]=[C:12]2[I:19])(C(C)(C)C)(C)C.CCCC[N+](CCCC)(CCCC)CCCC.[F-].O>C1COCC1>[I:19][C:12]1[C:11]2[C:15](=[CH:16][CH:17]=[C:9]([OH:8])[CH:10]=2)[N:14]([CH3:18])[N:13]=1 |f:1.2|. Reported procedure: To a solution of 5-(tert-butyldimethylsilyloxy)-3-iodo-1-methyl-1H-indazole (1 g, 2.57 mmol) in THF (5 mL) was added TBAF (6.42 mL, 12.85 mmol) at 0° C., after the addition, the reaction mixture was warmed to room temperature and stirred for 0.5 hour, then H2O (25 mL) was added to the mixture and product extracted with EtOAc (100 mL). The organic layer was washed with H2O (100 mL), brine (100 mL), dried over Na2SO4 and concentrated under reduced pressure, the residue was triturated with petroleu... The reactants are CC(C)=NN1C(NN=C1)=O (4-(1-methyl-ethylideneamino)-2 4-dihydro-3H-1,2,4-triazol-3-one), C([O-])([O-])=O.[K+].[K+] (potassium carbonate), COC1=NC(=NC(=C1)OC)S(=O)(=O)C (4,6-dimethoxy2-methylsulphonyl-pyrimidine). Run in C(C)#N (acetonitrile). Run at temperature 60 celsius, time 3 hour. Yields the product NN1C(N(N=C1)C1=NC(=CC(=N1)OC)OC)=O (4-amino-2-(4,6-dimethoxy-pyrimidin-2-yl)-2,4-dihydro-3H-1,2,4-triazol-3-one). Yield: 81.4%. Reaction SMILES: CC(=[N:4][N:5]1[CH:9]=[N:8][NH:7][C:6]1=[O:10])C.C(=O)([O-])[O-].[K+].[K+].[CH3:17][O:18][C:19]1[CH:24]=[C:23]([O:25][CH3:26])[N:22]=[C:21](S(C)(=O)=O)[N:20]=1>C(#N)C>[NH2:4][N:5]1[CH:9]=[N:8][N:7]([C:21]2[N:22]=[C:23]([O:25][CH3:26])[CH:24]=[C:19]([O:18][CH3:17])[N:20]=2)[C:6]1=[O:10] |f:1.2.3|. Reported procedure: A mixture of 7.0 g (0.05 mol) of 4-(1-methyl-ethylideneamino)-2 4-dihydro-3H-1,2,4-triazol-3-one, 21 g (0.15 mol) of potassium carbonate, 11.0 g (0.05 mol) of 4,6-dimethoxy2-methylsulphonyl-pyrimidine and 100 ml of acetonitrile is refluxed for 3 hours. After the mixture has cooled, it is filtered and the filtrate is concentrated, the residue is taken up in 100 ml of ethanol/water (vol. 1:1), and the mixture is stirred for 3 hours at 60° C. after 1 ml of concentrated hydrochloric acid has been ad... The reactants are ClC1=CC=CC(=C1C(=O)OCOCC)OCC1=NC(=CC(=N1)OC)OC (ethoxymethyl 6-chloro-2-[(4,6-dimethoxy-2-pyrimidyl)methyloxy]benzoate), CO (methanol), Cl (hydrochloric acid). Solvent: O (water), O (water). The product is ClC1=CC=CC(=C1C(=O)O)OCC1=NC(=CC(=N1)OC)OC (6-chloro-2-[(4,6-dimethoxy-2-pyrimidyl)methyloxy]benzoic acid). Isolated yield 96.2%. As a reaction SMILES: [Cl:1][C:2]1[C:7]([C:8]([O:10]COCC)=[O:9])=[C:6]([O:15][CH2:16][C:17]2[N:22]=[C:21]([O:23][CH3:24])[CH:20]=[C:19]([O:25][CH3:26])[N:18]=2)[CH:5]=[CH:4][CH:3]=1.CO.Cl>O>[Cl:1][C:2]1[C:7]([C:8]([OH:10])=[O:9])=[C:6]([O:15][CH2:16][C:17]2[N:18]=[C:19]([O:25][CH3:26])[CH:20]=[C:21]([O:23][CH3:24])[N:22]=2)[CH:5]=[CH:4][CH:3]=1. Reported procedure: 3.8 g of ethoxymethyl 6-chloro-2-[(4,6-dimethoxy-2-pyrimidyl)methyloxy]benzoate was stirred in a mixed solvent of 30 ml of methanol and 10 ml of water, 0.5 ml of concentrated hydrochloric acid was added, and the mixture was subjected to reaction at room temperature for about 2 hours. The reaction solution was diluted with water and extracted with chloroform, the extract was dried over anhydrous sodium sulfate, and the solvent was distilled off to obtain 3.1 g of 6-chloro-2-[(4,6-dimethoxy-2-pyri... Reactants: C1CCOC1, CC(C)N1CCN(C(=O)C2CCC(O)CC2)CC1, CC(C)(C)OC(=O)N=NC(=O)OC(C)(C)C, COC(=O)c1ccc(O)cc1, c1ccc(P(c2ccccc2)c2ccccc2)cc1. The product is COC(=O)c1ccc(OC2CCC(C(=O)N3CCN(C(C)C)CC3)CC2)cc1. As a reaction SMILES: [CH2:65]1[O:66][CH2:67][CH2:68][CH2:69]1.[CH:1]([CH3:2])([CH3:3])[N:4]1[CH2:5][CH2:6][N:7]([C:10](=[O:11])[CH:12]2[CH2:13][CH2:14][CH:15]([OH:18])[CH2:16][CH2:17]2)[CH2:8][CH2:9]1.[N:49]([C:50]([O:51][C:52]([CH3:53])([CH3:54])[CH3:55])=[O:56])=[N:57][C:58]([O:59][C:60]([CH3:61])([CH3:62])[CH3:63])=[O:64].[OH:19][c:20]1[cH:21][cH:22][c:23]([C:24](=[O:25])[O:26][CH3:27])[cH:28][cH:29]1.[c:30]1([P:31]([c:32]2[cH:33][cH:34][cH:35][cH:36][cH:37]2)[c:38]2[cH:39][cH:40][cH:41][cH:42][cH:43]2)[cH:44][cH:45][cH:46][cH:47][cH:48]1>>[CH:1]([CH3:2])([CH3:3])[N:4]1[CH2:5][CH2:6][N:7]([C:10](=[O:11])[CH:12]2[CH2:13][CH2:14][CH:15]([O:18][c:20]3[cH:21][cH:22][c:23]([C:24](=[O:25])[O:26][CH3:27])[cH:28][cH:29]3)[CH2:16][CH2:17]2)[CH2:8][CH2:9]1. Reactants: [BH3-]C#N, CC(=O)[O-], CO, [NH4+], [Na+], O=C1CCN(CCSc2nc(-c3ccccc3)c(-c3ccccc3)[nH]2)CC1. Yields the product NC1CCN(CCSc2nc(-c3ccccc3)c(-c3ccccc3)[nH]2)CC1. Reaction SMILES: [C:1](#[N:2])[BH3-:3].[CH3:33][C:34](=[O:35])[O-:36].[CH3:37][OH:38].[NH4+:32].[Na+:4].[O:5]=[C:6]1[CH2:7][CH2:8][N:9]([CH2:12][CH2:13][S:14][c:15]2[nH:16][c:17](-[c:26]3[cH:27][cH:28][cH:29][cH:30][cH:31]3)[c:18](-[c:20]3[cH:21][cH:22][cH:23][cH:24][cH:25]3)[n:19]2)[CH2:10][CH2:11]1>>[NH2:2][CH:6]1[CH2:7][CH2:8][N:9]([CH2:12][CH2:13][S:14][c:15]2[nH:16][c:17](-[c:26]3[cH:27][cH:28][cH:29][cH:30][cH:31]3)[c:18](-[c:20]3[cH:21][cH:22][cH:23][cH:24][cH:25]3)[n:19]2)[CH2:10][CH2:11]1. Reactants: BrC1=C(C(=O)O)C=CC(=C1)F (2-bromo-4-fluorobenzoic acid), FC1=C(N)C=CC=C1 (2-fluoroaniline), C([O-])([O-])=O.[K+].[K+] (potassium carbonate), C(C)OCCO (2-ethoxyethanol). The reagents and catalysts are [Cu] (copper), [Cu]I (copper (I) iodide). Solvent: O (water). Run at temperature 135 celsius, time 8 hour. Product: FC1=CC(=C(C(=O)O)C=C1)NC1=C(C=CC=C1)F (4-fluoro-2-(2-fluoro-phenylamino)-benzoic acid). Isolated yield 113.4%. RXN SMILES: Br[C:2]1[CH:10]=[C:9]([F:11])[CH:8]=[CH:7][C:3]=1[C:4]([OH:6])=[O:5].[F:12][C:13]1[CH:19]=[CH:18][CH:17]=[CH:16][C:14]=1[NH2:15].C(=O)([O-])[O-].[K+].[K+].C(OCCO)C>[Cu].[Cu]I.O>[F:11][C:9]1[CH:8]=[CH:7][C:3]([C:4]([OH:6])=[O:5])=[C:2]([NH:15][C:14]2[CH:16]=[CH:17][CH:18]=[CH:19][C:13]=2[F:12])[CH:10]=1 |f:2.3.4|. Procedure details: In a 50 mL round bottom flask, 2-bromo-4-fluorobenzoic acid (12.78 g, 58.4 mmol), 2-fluoroaniline (7.33 mL, 75.9 mmol), potassium carbonate (9.68 g, 70.0 mmol), copper (0.371 g, 5.84 mmol) and copper (I) iodide (0.556 g, 2.92 mmol) were added to 2-ethoxyethanol (50 mL). The mixture was heated to 135° C. overnight. The mixture was cooled and 100 mL of water was added. The slurry was stirred at room temperature overnight. The slurry was filtered through a bed of celite and washed with 2-ethoxyetha... The reactants are C(C)(=O)C=1C=NC2=CC=C(N=C2C1NC=1C=CC(=NC1)N1CC(CC1)N(C(OC(C)(C)C)=O)C)Cl (tert-butyl 1-[5-(3-acetyl-6-chloro-1,5-naphthyridin-4-ylamino)-pyridin-2-yl]pyrrolidin-3-yl(methyl)carbamate), ClC1=C(C(=CC(=C1)B1OC(C(O1)(C)C)(C)C)F)O (2-chloro-6-fluoro-4-(4,4,5,5-tetramethyl-1,3,2-dioxaborolan-2-yl)phenol). Product: C(C)(=O)C=1C=NC2=CC=C(N=C2C1NC=1C=CC(=NC1)N1CC(CC1)N(C(OC(C)(C)C)=O)C)C1=CC(=C(C(=C1)F)O)Cl (tert-Butyl 1-(5-(3-acetyl-6-(3-chloro-5-fluoro-4-hydroxyphenyl)-1,5-naphthyridin-4-ylamino)pyridin-2-yl)pyrrolidin-3-yl(methyl)carbamate). Yield: 68.5%. Reaction SMILES: [C:1]([C:4]1[CH:5]=[N:6][C:7]2[C:12]([C:13]=1[NH:14][C:15]1[CH:16]=[CH:17][C:18]([N:21]3[CH2:25][CH2:24][CH:23]([N:26]([CH3:34])[C:27](=[O:33])[O:28][C:29]([CH3:32])([CH3:31])[CH3:30])[CH2:22]3)=[N:19][CH:20]=1)=[N:11][C:10](Cl)=[CH:9][CH:8]=2)(=[O:3])[CH3:2].[Cl:36][C:37]1[CH:42]=[C:41](B2OC(C)(C)C(C)(C)O2)[CH:40]=[C:39]([F:52])[C:38]=1[OH:53]>>[C:1]([C:4]1[CH:5]=[N:6][C:7]2[C:12]([C:13]=1[NH:14][C:15]1[CH:16]=[CH:17][C:18]([N:21]3[CH2:25][CH2:24][CH:23]([N:26]([CH3:34])[C:27](=[O:33])[O:28][C:29]([CH3:30])([CH3:31])[CH3:32])[CH2:22]3)=[N:19][CH:20]=1)=[N:11][C:10]([C:41]1[CH:40]=[C:39]([F:52])[C:38]([OH:53])=[C:37]([Cl:36])[CH:42]=1)=[CH:9][CH:8]=2)(=[O:3])[CH3:2]. Procedure details: Following general procedure II, tert-butyl 1-[5-(3-acetyl-6-chloro-1,5-naphthyridin-4-ylamino)-pyridin-2-yl]pyrrolidin-3-yl(methyl)carbamate (94 mg, 0.19 mmol) was reacted with 2-chloro-6-fluoro-4-(4,4,5,5-tetramethyl-1,3,2-dioxaborolan-2-yl)phenol (77 mg, 0.28 mmol) to afford crude product (79 mg) as an orange solid which was carried forward without any purification: ESI MS m/z 607 [M+H]+